describe an organic reaction: reactants, conditions, products, and yield From a dataset of the Open Reaction Database (ORD), a public repository of structured organic reaction records. Reactants: CCOC(=O)Cc1ccc(-c2nc(COc3ccc(COc4nn(-c5ccccc5)cc4C=Cc4coc(CC)n4)cc3OC)c(C)o2)cc1, CCO, Cl, [Na+], C1CCOC1, [OH-]. Yields the product CCc1nc(C=Cc2cn(-c3ccccc3)nc2OCc2ccc(OCc3nc(-c4ccc(CC(=O)O)cc4)oc3C)c(OC)c2)co1. As a reaction SMILES: [CH2:1]([CH3:2])[c:3]1[o:4][cH:5][c:6]([CH:8]=[CH:9][c:10]2[c:11]([O:21][CH2:22][c:23]3[cH:24][c:25]([O:49][CH3:50])[c:26]([O:27][CH2:28][c:29]4[n:30][c:31](-[c:35]5[cH:36][cH:37][c:38]([CH2:41][C:42](=[O:43])[O:44][CH2:45][CH3:46])[cH:39][cH:40]5)[o:32][c:33]4[CH3:34])[cH:47][cH:48]3)[n:12][n:13](-[c:15]3[cH:16][cH:17][cH:18][cH:19][cH:20]3)[cH:14]2)[n:7]1.[CH3:59][CH2:60][OH:61].[ClH:58].[Na+:57].[O:51]1[CH2:52][CH2:53][CH2:54][CH2:55]1.[OH-:56]>>[CH2:1]([CH3:2])[c:3]1[o:4][cH:5][c:6]([CH:8]=[CH:9][c:10]2[c:11]([O:21][CH2:22][c:23]3[cH:24][c:25]([O:49][CH3:50])[c:26]([O:27][CH2:28][c:29]4[n:30][c:31](-[c:35]5[cH:36][cH:37][c:38]([CH2:41][C:42](=[O:43])[OH:44])[cH:39][cH:40]5)[o:32][c:33]4[CH3:34])[cH:47][cH:48]3)[n:12][n:13](-[c:15]3[cH:16][cH:17][cH:18][cH:19][cH:20]3)[cH:14]2)[n:7]1. Reactants: ClC1=NC=CC=C1[N+](=O)[O-] (2-chloro-3-nitropyridine), C(CCC)[Sn](C=C)(CCCC)CCCC (Tributyl(vinyl)tin). Reagents/catalysts: [Cl-].C(CCC)[N+](CCCC)(CCCC)CCCC (tetrabutylammonium chloride), [Pd](Cl)Cl.C1(=CC=CC=C1)P(C1=CC=CC=C1)C1=CC=CC=C1.C1(=CC=CC=C1)P(C1=CC=CC=C1)C1=CC=CC=C1 (bis(triphenylphosphine) palladium(II) chloride). Solvent: C(C)#N (acetonitrile). Reaction conditions: time 30 minute. Product: [N+](=O)([O-])C=1C(=NC=CC1)C=C (3-nitro-2-vinylpyridine). Yield: 67.0%. As a reaction SMILES: Cl[C:2]1[C:7]([N+:8]([O-:10])=[O:9])=[CH:6][CH:5]=[CH:4][N:3]=1.[CH2:11]([Sn](CCCC)(CCCC)C=C)[CH2:12]CC>[Cl-].C([N+](CCCC)(CCCC)CCCC)CCC.[Pd](Cl)Cl.C1(P(C2C=CC=CC=2)C2C=CC=CC=2)C=CC=CC=1.C1(P(C2C=CC=CC=2)C2C=CC=CC=2)C=CC=CC=1.C(#N)C>[N+:8]([C:7]1[C:2]([CH:11]=[CH2:12])=[N:3][CH:4]=[CH:5][CH:6]=1)([O-:10])=[O:9] |f:2.3,4.5.6|. Reported procedure: To an oven dried 20 mL of vial, was added 2-chloro-3-nitropyridine (0.793 g, 5 mmol), tetrabutylammonium chloride (1.390 g, 5.00 mmol), and bis(triphenylphosphine) palladium(II) chloride (0.351 g, 0.500 mmol). After addition of acetonitrile (10 ml) the resulting mixture was stirred at room temperature for 30 min while it was degassed by a flow of nitrogen through a needle inserted to the bottom of the vial. Tributyl(vinyl)tin (1.754 ml, 6.00 mmol) was added and the mixture was further degassed f... The reactants are [BH4-], CCO, CC1(C)CC(CC=O)CCO1, [Na+]. Yields the product CC1(C)CC(CCO)CCO1. Reaction SMILES: [BH4-:1].[CH3:14][CH2:15][OH:16].[CH3:3][C:4]1([CH3:13])[O:5][CH2:6][CH2:7][CH:8]([CH2:10][CH:11]=[O:12])[CH2:9]1.[Na+:2]>>[CH3:3][C:4]1([CH3:13])[O:5][CH2:6][CH2:7][CH:8]([CH2:10][CH2:11][OH:12])[CH2:9]1. The reactants are C(CCC)OCCOC1=CC=C(C=C1)C=1C=CC2=C(C=C(CCN2)C(=O)OC)C1 (methyl 7-[4-(2-butoxyethoxy)phenyl]-2,3-dihydro-1H-1-benzazepine-4-carboxylate), C1(CCC1)C=O (cyclobutanecarboaldehyde), C(O)([O-])=O.[Na+] (sodium hydrogen carbonate), C(C)(=O)O[BH-](OC(C)=O)OC(C)=O.[Na+] (sodium triacetoxyborohydride). The solvent is ClCCCl (1,2-dichloroethane), O (water). Reaction conditions: time 4 hour. Product: C(CCC)OCCOC1=CC=C(C=C1)C=1C=CC2=C(C=C(CCN2CC2CCC2)C(=O)OC)C1 (methyl 7-[4-(2-butoxyethoxy)phenyl]-1-cyclobutylmethyl-2,3-dihydro-1H-1-benzazepine-4-carboxylate). Yield: 100.2%. RXN SMILES: [CH2:1]([O:5][CH2:6][CH2:7][O:8][C:9]1[CH:14]=[CH:13][C:12]([C:15]2[CH:16]=[CH:17][C:18]3[NH:24][CH2:23][CH2:22][C:21]([C:25]([O:27][CH3:28])=[O:26])=[CH:20][C:19]=3[CH:29]=2)=[CH:11][CH:10]=1)[CH2:2][CH2:3][CH3:4].[CH:30]1([CH:34]=O)[CH2:33][CH2:32][CH2:31]1.C(O[BH-](OC(=O)C)OC(=O)C)(=O)C.[Na+].C(=O)([O-])O.[Na+]>ClCCCl.O>[CH2:1]([O:5][CH2:6][CH2:7][O:8][C:9]1[CH:10]=[CH:11][C:12]([C:15]2[CH:16]=[CH:17][C:18]3[N:24]([CH2:34][CH:30]4[CH2:33][CH2:32][CH2:31]4)[CH2:23][CH2:22][C:21]([C:25]([O:27][CH3:28])=[O:26])=[CH:20][C:19]=3[CH:29]=2)=[CH:13][CH:14]=1)[CH2:2][CH2:3][CH3:4] |f:2.3,4.5|. Reported procedure: In 1,2-dichloroethane (7 ml) were dissolved methyl 7-[4-(2-butoxyethoxy)phenyl]-2,3-dihydro-1H-1-benzazepine-4-carboxylate (0.4 g) and cyclobutanecarboaldehyde (0.5 g). To the solution was added sodium triacetoxyborohydride (0.43 g), and the mixture was stirred under nitrogen atmosphere at room temperature for 4 hours, poured into water, neutralized with sodium hydrogen carbonate solution and extracted with ethyl acetate. The organic layer was washed with water and saturated brine and dried with... Starting materials: BrC=1C=C(C(=C(C1)F)F)F (5-bromo-1,2,3-trifluorobenzene), C(=O)=O (dry ice), Cl (HCl), N(C(C)C)C(C)C (i-Pr2NH), [Li]CCCC (n-BuLi). Solvent: C1CCOC1 (THF), C1CCOC1 (THF). Reaction conditions: temperature -78 celsius, time 15 minute. The product is BrC1=CC(=C(C(=C1C(=O)O)F)F)F (6-bromo-2,3,4-trifluorobenzoic acid). Isolated yield 84.0%. Reaction SMILES: N(C(C)C)C(C)C.[Li]CCCC.[Br:13][C:14]1[CH:15]=[C:16]([F:22])[C:17]([F:21])=[C:18]([F:20])[CH:19]=1.[C:23](=[O:25])=[O:24].Cl>C1COCC1>[Br:13][C:14]1[C:19]([C:23]([OH:25])=[O:24])=[C:18]([F:20])[C:17]([F:21])=[C:16]([F:22])[CH:15]=1. Procedure details: To a solution of i-Pr2NH (3.65 mL, 25.8 mmol) in THF (50 mL) was added n-BuLi (10.3 mL, 25.8 mmol, 2.50 M solution in hexanes) at 0° C. After stirring for 15 minutes, the reaction mixture was cooled to −78° C. A solution of 5-bromo-1,2,3-trifluorobenzene (5.00 g, 23.7 mmol) in THF (5 mL) was added. The resulting mixture was stirred for 2 hours at −78° C., poured into an excess of freshly crushed dry ice, and stirred for 30 minutes To this mixture was added 10% aqueous HCl to adjust its pH to 1. ... Starting materials: C(=O)(O)CCC1=CNC=C1C (3-(2-Carboxyethyl)-4-methylpyrrole), CO (methanol), [OH-].[K+] (potassium hydroxide), CC1=CC=C(C=C1)S(=O)(=O)N(C)N=O (Diazald). The solvent is C(C)OCC (ethyl ether), C(C)O (ethanol), C(C)OCC (ethyl ether), O (water). Reaction conditions: temperature 70 celsius. The product is COC(=O)CCC1=CNC=C1C (3-(2-methoxycarbonylethyl)-4-methylpyrrole). The yield is 80.4%. As a reaction SMILES: [C:1]([CH2:4][CH2:5][C:6]1[C:10]([CH3:11])=[CH:9][NH:8][CH:7]=1)([OH:3])=[O:2].CO.[CH3:14]C1C=CC(S(N(N=O)C)(=O)=O)=CC=1.[OH-].[K+]>C(OCC)C.C(O)C.O>[CH3:14][O:2][C:1]([CH2:4][CH2:5][C:6]1[C:10]([CH3:11])=[CH:9][NH:8][CH:7]=1)=[O:3] |f:3.4|. Procedure: 3-(2-Carboxyethyl)-4-methylpyrrole (123 g) was mixed with 1500 mL of ethyl ether and 250 mL of methanol in a magnetically stirred receiver flask. A separate 3 L, 3 neck round bottom flask was equipped with magnetic stirring, a distillation head and condenser leading to the inlet of the receiver flask, and heated in a water bath. Into the 3 L flask was placed 240 g of Diazald, dissolved in 1800 mL of ethyl ether, and a solution of 73 g of potassium hydroxide, dissolved in 360 mL of 95% ethanol an... The reactants are NC=1C=NC2=CC=CC=C2C1Cl (3-amino-4-chloroquinoline), CC(C(=O)Cl)(C)C (trimethylacetyl chloride), ClC(C)Cl (dichloroethane), CC(C(=O)Cl)(C)C (trimethylacetyl chloride). The solvent is ClCCl (dichloromethane). Reaction conditions: temperature 70 celsius. Yields the product ClC1=C(C=NC2=CC=CC=C12)NC(C(C)(C)C)=O (N-(4-chloroquinolin-3-yl)trimethylacetamide). Reaction SMILES: [NH2:1][C:2]1[CH:3]=[N:4][C:5]2[C:10]([C:11]=1[Cl:12])=[CH:9][CH:8]=[CH:7][CH:6]=2.[CH3:13][C:14]([CH3:19])([CH3:18])[C:15](Cl)=[O:16].ClC(Cl)C>ClCCl>[Cl:12][C:11]1[C:10]2[C:5](=[CH:6][CH:7]=[CH:8][CH:9]=2)[N:4]=[CH:3][C:2]=1[NH:1][C:15](=[O:16])[C:14]([CH3:19])([CH3:18])[CH3:13]. Procedure: A mixture of 3-amino-4-chloroquinoline (8.00 g, 1 eq), trimethylacetyl chloride (11 mL g, 2 eq), and anhydrous dichloroethane (150 mL) was heated at 70° C. After 6 hours more trimethylacetyl chloride (2 eq) was added and heating was continued for a total of 23 hours. The reaction mixture was diluted with dichloromethane, washed sequentially with saturated aqueous potassium carbonate, water, and brine, dried over sodium sulfate, filtered, and then concentrated under reduced pressure. The residue ... Reaction SMILES: [Cl:1][C:2]1[CH:10]=[C:9]2[C:5]([CH:6]=[CH:7][NH:8]2)=[CH:4][C:3]=1[S:11][CH3:12].C([BH3-])#N.[Na+]>>[Cl:1][C:2]1[CH:10]=[C:9]2[C:5]([CH2:6][CH2:7][NH:8]2)=[CH:4][C:3]=1[S:11][CH3:12] |f:1.2|. Procedure details: 6-Chloro-5-methylthioindole (D47) (0.72 g, 3.65 mmol) was treated with sodium cyanoborohydride as in the method of Description 10 to give the title compound (0.72 g, 98%) as a pale yellow oil. The product is ClC1=C(C=C2CCNC2=C1)SC (6-Chloro-5-methylthioindoline). Yield: 98.8%. Reactants: ClC1=C(C=C2C=CNC2=C1)SC (6-Chloro-5-methylthioindole), C(#N)[BH3-].[Na+] (sodium cyanoborohydride). Reactants: CC1(C)CC(=O)CC(C)(C)N1c1nc(N2CCOCC2)nc(N2CCOCC2)n1, C1CCOC1. Yields the product CC1(C)CC(O)CC(C)(C)N1c1nc(N2CCOCC2)nc(N2CCOCC2)n1. Reaction SMILES: [O:1]1[CH2:2][CH2:3][N:4]([c:7]2[n:8][c:9]([N:19]3[C:20]([CH3:28])([CH3:29])[CH2:21][C:22](=[O:27])[CH2:23][C:24]3([CH3:25])[CH3:26])[n:10][c:11]([N:13]3[CH2:14][CH2:15][O:16][CH2:17][CH2:18]3)[n:12]2)[CH2:5][CH2:6]1.[O:30]1[CH2:31][CH2:32][CH2:33][CH2:34]1>>[O:1]1[CH2:2][CH2:3][N:4]([c:7]2[n:8][c:9]([N:19]3[C:20]([CH3:28])([CH3:29])[CH2:21][CH:22]([OH:27])[CH2:23][C:24]3([CH3:25])[CH3:26])[n:10][c:11]([N:13]3[CH2:14][CH2:15][O:16][CH2:17][CH2:18]3)[n:12]2)[CH2:5][CH2:6]1.